From a dataset of the Open Reaction Database (ORD), a public repository of structured organic reaction records. describe an organic reaction: reactants, conditions, products, and yield Reactants: CC1=NC=CC(=C1)C(C[C@@H](C1=C(C=CC=C1)C)C1=CC=C(C=C1)N1CCC(CC1)C(=O)N)=O ((R)-1-(4-(3-(2-methylpyridin-4-yl)-3-oxo-1-o-tolylpropyl)phenyl)piperidine-4-carboxamide), Cl.NO (hydroxylamine hydrochloride), C(O)([O-])=O.[Na+] (sodium hydrogencarbonate). Product: O\N=C(/C[C@@H](C1=C(C=CC=C1)C)C1=CC=C(C=C1)N1CCC(CC1)C(=O)N)\C1=CC(=NC=C1)C ((R,E)-1-(4-(3-(hydroxyimino)-3-(2-methylpyridin-4-yl)-1-o-tolylpropyl)phenyl)-piperidine-4-carboxamide). As a reaction SMILES: [CH3:1][C:2]1[CH:7]=[C:6]([C:8](=O)[CH2:9][C@H:10]([C:18]2[CH:23]=[CH:22][C:21]([N:24]3[CH2:29][CH2:28][CH:27]([C:30]([NH2:32])=[O:31])[CH2:26][CH2:25]3)=[CH:20][CH:19]=2)[C:11]2[CH:16]=[CH:15][CH:14]=[CH:13][C:12]=2[CH3:17])[CH:5]=[CH:4][N:3]=1.Cl.[NH2:35][OH:36].C(=O)([O-])O.[Na+]>>[OH:36]/[N:35]=[C:8](/[C:6]1[CH:5]=[CH:4][N:3]=[C:2]([CH3:1])[CH:7]=1)\[CH2:9][C@H:10]([C:18]1[CH:23]=[CH:22][C:21]([N:24]2[CH2:29][CH2:28][CH:27]([C:30]([NH2:32])=[O:31])[CH2:26][CH2:25]2)=[CH:20][CH:19]=1)[C:11]1[CH:16]=[CH:15][CH:14]=[CH:13][C:12]=1[CH3:17] |f:1.2,3.4|. Procedure details: In analogy to example 132, step 6, from (R)-1-(4-(3-(2-methylpyridin-4-yl)-3-oxo-1-o-tolylpropyl)phenyl)piperidine-4-carboxamide and hydroxylamine hydrochloride in the presence of sodium hydrogencarbonate was prepared the title compound as a light yellow foam, MS (ESI+): m/z=457.5 ([M+H]+).